From a dataset of the Open Reaction Database (ORD), a public repository of structured organic reaction records. describe an organic reaction: reactants, conditions, products, and yield The reactants are COC1=C(CNCC(CC2=CNC3=CC=CC=C23)NC(CN2CCN(CC2)C2=CC=CC=C2)=O)C=CC=C1 ((RS) 1-[N-(2-methoxybenzyl)amino]-3-(1H-indol-3-yl)-2-[N-(2-((4-phenyl)piperazin-1-yl)acetyl)amino]propane). Solvent: ClC1=C(C=CC=C1)Cl (1,2-dichlorobenzene). Product: COC1=C(CN2C(=NC(C2)CC2=CNC3=CC=CC=C23)CN2CCN(CC2)C2=CC=CC=C2)C=CC=C1 (1-(2-methoxybenzyl)-2-[(4-phenyl-1-piperazinyl)methyl]-4-(1H-indol-3-ylmethyl)-2-imidazoline). As a reaction SMILES: [CH3:1][O:2][C:3]1[CH:38]=[CH:37][CH:36]=[CH:35][C:4]=1[CH2:5][NH:6][CH2:7][CH:8]([NH:19][C:20](=O)[CH2:21][N:22]1[CH2:27][CH2:26][N:25]([C:28]2[CH:33]=[CH:32][CH:31]=[CH:30][CH:29]=2)[CH2:24][CH2:23]1)[CH2:9][C:10]1[C:18]2[C:13](=[CH:14][CH:15]=[CH:16][CH:17]=2)[NH:12][CH:11]=1>ClC1C=CC=CC=1Cl>[CH3:1][O:2][C:3]1[CH:38]=[CH:37][CH:36]=[CH:35][C:4]=1[CH2:5][N:6]1[CH2:7][CH:8]([CH2:9][C:10]2[C:18]3[C:13](=[CH:14][CH:15]=[CH:16][CH:17]=3)[NH:12][CH:11]=2)[N:19]=[C:20]1[CH2:21][N:22]1[CH2:27][CH2:26][N:25]([C:28]2[CH:33]=[CH:32][CH:31]=[CH:30][CH:29]=2)[CH2:24][CH2:23]1. Reported procedure: A stirring solution of (RS) 1-[N-(2-methoxybenzyl)amino]-3-(1H-indol-3-yl)-2-[N-(2-((4-phenyl)piperazin-1-yl)acetyl)amino]propane (50 mg, 0.098 mmol), prepared as described in Preparation 4, supra, dissolved in 6 ml of 1,2-dichlorobenzene was heated to reflux under a nitrogen atmosphere. The solution was allowed to reflux overnight. The progress of the reaction was monitored by thin layer chromatography. The solution was then refluxed for an additional eight hours. The desired title product was ... Reactants: O=C1CCC(=O)N1Br, CN(C)C=O, Clc1cccnc1-n1cccc1, O. The product is Clc1cccnc1-n1cccc1Br. As a reaction SMILES: [Br:13][N:14]1[C:15](=[O:16])[CH2:17][CH2:18][C:19]1=[O:20].[CH3:22][N:23]([CH3:24])[CH:25]=[O:26].[Cl:1][c:2]1[c:3](-[n:8]2[cH:9][cH:10][cH:11][cH:12]2)[n:4][cH:5][cH:6][cH:7]1.[OH2:21]>>[Cl:1][c:2]1[c:3](-[n:8]2[c:9]([Br:13])[cH:10][cH:11][cH:12]2)[n:4][cH:5][cH:6][cH:7]1.